describe an organic reaction: reactants, conditions, products, and yield From a dataset of the Open Reaction Database (ORD), a public repository of structured organic reaction records. The reactants are O=C(O)c1cccc(I)c1, Cc1cccc(-c2sc(C)nc2C(=O)N2CC3CC3C2CN)c1. Yields the product Cc1cccc(-c2sc(C)nc2C(=O)N2CC3CC3C2CNC(=O)c2cccc(I)c2)c1. As a reaction SMILES: [I:24][c:25]1[cH:26][c:27]([C:28](=[O:29])[OH:30])[cH:31][cH:32][cH:33]1.[NH2:1][CH2:2][CH:3]1[CH:4]2[CH2:5][CH:6]2[CH2:7][N:8]1[C:9](=[O:10])[c:11]1[n:12][c:13]([CH3:23])[s:14][c:15]1-[c:16]1[cH:17][c:18]([CH3:22])[cH:19][cH:20][cH:21]1>>[NH:1]([CH2:2][CH:3]1[CH:4]2[CH2:5][CH:6]2[CH2:7][N:8]1[C:9](=[O:10])[c:11]1[n:12][c:13]([CH3:23])[s:14][c:15]1-[c:16]1[cH:17][c:18]([CH3:22])[cH:19][cH:20][cH:21]1)[C:28]([c:27]1[cH:26][c:25]([I:24])[cH:33][cH:32][cH:31]1)=[O:29].